This data is from the Open Reaction Database (ORD), a public repository of structured organic reaction records. The task is: describe an organic reaction: reactants, conditions, products, and yield Starting materials: ClN1C(CCC1=O)=O (N-chlorosuccinimide), C1(=CC=CC=C1)S(=O)(=O)N1C=CC2=CC(=CC=C12)OCCNC(C)=O (N-(2-{[1-(phenylsulfonyl)-1H-indol-5-yl]oxy}ethyl)acetamide), C1(=CC=CC=C1)S(=O)(=O)N1C=CC2=CC(=CC=C12)OCCNC(C)=O (N-(2-{[1-(phenylsulfonyl)-1H-indol-5-yl]oxy}ethyl)acetamide). Run in C1CCOC1 (THF). Conditions: temperature 40 celsius, time 6 hour. Product: ClC1=CN(C2=CC=C(C=C12)OCCNC(C)=O)S(=O)(=O)C1=CC=CC=C1 (N-(2-{[3-chloro-1-(phenylsulfonyl)-1H-indol-5-yl]oxy}ethyl)acetamide). The yield is 108.7%. Reaction SMILES: [Cl:1]N1C(=O)CCC1=O.[C:9]1([S:15]([N:18]2[C:26]3[C:21](=[CH:22][C:23]([O:27][CH2:28][CH2:29][NH:30][C:31](=[O:33])[CH3:32])=[CH:24][CH:25]=3)[CH:20]=[CH:19]2)(=[O:17])=[O:16])[CH:14]=[CH:13][CH:12]=[CH:11][CH:10]=1>C1COCC1>[Cl:1][C:20]1[C:21]2[C:26](=[CH:25][CH:24]=[C:23]([O:27][CH2:28][CH2:29][NH:30][C:31](=[O:33])[CH3:32])[CH:22]=2)[N:18]([S:15]([C:9]2[CH:10]=[CH:11][CH:12]=[CH:13][CH:14]=2)(=[O:16])=[O:17])[CH:19]=1. Procedure: N-chlorosuccinimide (0.42 g, 3.2 mmol) was added to a solution of N-(2-{[1-(phenylsulfonyl)-1H-indol-5-yl]oxy}ethyl)acetamide (Intermediate 25, 0.95 g, 2.6 mmol) in THF (20 ml) at room temperature. The reaction mixture was stirred at 40° C. for 6 hours. The reaction mixture was evaporated and the crude material was purified by flash chromatography on silica gel using 3% MeOH in DCM as the eluent to give the title compound (1.11 g) as a white solid. MS m/z 393 [M+H]+. Starting materials: C(Cl)(Cl)Cl (CHCl3), ClC1=C2C(=NC=C1)C=C(S2)C(=O)N2C[C@@H](CC2)N(C)C ((R)-(7-Chlorothieno[3,2-b]pyridin-2-yl)(3-(dimethylamino)pyrrolidin-1-yl)methanone), FC1=C(C=CC(=C1)[N+](=O)[O-])O (2-fluoro-4-nitrophenol), C(=O)([O-])[O-].[K+].[K+] (K2CO3). Solvent: O(C1=CC=CC=C1)C1=CC=CC=C1 (Ph2O). Conditions: temperature 190 celsius. Yields the product CN([C@H]1CN(CC1)C(=O)C1=CC2=NC=CC(=C2S1)OC1=C(C=C(C=C1)[N+](=O)[O-])F)C ((R)-(3-(Dimethylamino)pyrrolidin-1-yl)(7-(2-fluoro-4-nitrophenoxy)thieno[3,2-b]pyridin-2-yl)methanone). Isolated yield 70.5%. Reaction SMILES: Cl[C:2]1[CH:7]=[CH:6][N:5]=[C:4]2[CH:8]=[C:9]([C:11]([N:13]3[CH2:17][CH2:16][C@@H:15]([N:18]([CH3:20])[CH3:19])[CH2:14]3)=[O:12])[S:10][C:3]=12.[F:21][C:22]1[CH:27]=[C:26]([N+:28]([O-:30])=[O:29])[CH:25]=[CH:24][C:23]=1[OH:31].C([O-])([O-])=O.[K+].[K+].C(Cl)(Cl)Cl>O(C1C=CC=CC=1)C1C=CC=CC=1>[CH3:19][N:18]([CH3:20])[C@@H:15]1[CH2:16][CH2:17][N:13]([C:11]([C:9]2[S:10][C:3]3[C:4](=[N:5][CH:6]=[CH:7][C:2]=3[O:31][C:23]3[CH:24]=[CH:25][C:26]([N+:28]([O-:30])=[O:29])=[CH:27][C:22]=3[F:21])[CH:8]=2)=[O:12])[CH2:14]1 |f:2.3.4|. Reported procedure: A mixture of the amide 24 (1.44 g, 4.65 mmol), 2-fluoro-4-nitrophenol (2.21 g, 14.1 mmol) and K2CO3 (2.56 g, 18.5 mmol) in Ph2O (5.0 mL) was heated at 190° C. for 3 hrs. CHCl3 (100 mL) was added to the resultant dark brown mixture and then the mixture was extracted with 1M HCl. The aqueous phase was washed with CHCl3 and basified with NH4OH (pH 11). The resultant cloudy mixture was extracted with CHCl3 and the organic phase was collected, washed with water, dried over anhydrous Na2SO4 then conce...